This data is from the Open Reaction Database (ORD), a public repository of structured organic reaction records. The task is: describe an organic reaction: reactants, conditions, products, and yield The reactants are CCOC(=O)CC(C)(O)c1ccc(-c2ccc(F)cc2F)cc1, [I-], [K+], P, O=P(O)(O)O. Yields the product CCOC(=O)CC(C)c1ccc(-c2ccc(F)cc2F)cc1. RXN SMILES: [CH2:1]([CH3:2])[O:3][C:4]([CH2:5][C:6]([CH3:7])([OH:8])[c:9]1[cH:10][cH:11][c:12](-[c:15]2[c:16]([F:22])[cH:17][c:18]([F:21])[cH:19][cH:20]2)[cH:13][cH:14]1)=[O:23].[I-:25].[K+:24].[P:26].[P:27](=[O:28])([OH:29])([OH:30])[OH:31]>>[CH2:1]([CH3:2])[O:3][C:4]([CH2:5][CH:6]([CH3:7])[c:9]1[cH:10][cH:11][c:12](-[c:15]2[c:16]([F:22])[cH:17][c:18]([F:21])[cH:19][cH:20]2)[cH:13][cH:14]1)=[O:23]. Reactants: CCOC(=O)C1=C(O)CCN(CC2=Cc3ccc(OC)cc32)C1, CCO, Cl, O=[Pt]. Yields the product CCOC(=O)C1CN(CC2=Cc3ccc(OC)cc32)CCC1O, Cl. Reaction SMILES: [CH2:2]([CH3:3])[O:4][C:5](=[O:6])[C:7]1=[C:12]([OH:13])[CH2:11][CH2:10][N:9]([CH2:14][C:15]2=[CH:16][c:17]3[c:18]2[cH:19][c:20]([O:23][CH3:24])[cH:21][cH:22]3)[CH2:8]1.[CH3:25][CH2:26][OH:27].[ClH:1].[Pt:28]=[O:29]>>[CH2:2]([CH3:3])[O:4][C:5](=[O:6])[CH:7]1[CH2:8][N:9]([CH2:14][C:15]2=[CH:16][c:17]3[c:18]2[cH:19][c:20]([O:23][CH3:24])[cH:21][cH:22]3)[CH2:10][CH2:11][CH:12]1[OH:13].[ClH:1]. Starting materials: ClC=1C=C2C(N(C(NC2=CC1)=O)CC)(C1=CC=CC=C1)O (6-chloro-3-ethyl-3,4-dihydro-4-hydroxy-4-phenyl-2(1H)quinazolinone), Cl.NO (hydroxylamine hydrochloride). The solvent is C(C)O (ethanol). The product is ClC=1C=C2C(=[N+](C(NC2=CC1)=O)[O-])C1=CC=CC=C1 (6-chloro-4-phenyl-2(1H)quinazolinone 3-oxide). The yield is 85.0%. Reaction SMILES: [Cl:1][C:2]1[CH:3]=[C:4]2[C:9](=[CH:10][CH:11]=1)[NH:8][C:7](=[O:12])[N:6](CC)[C:5]2(O)[C:15]1[CH:20]=[CH:19][CH:18]=[CH:17][CH:16]=1.Cl.N[OH:24]>C(O)C>[Cl:1][C:2]1[CH:3]=[C:4]2[C:9](=[CH:10][CH:11]=1)[NH:8][C:7](=[O:12])[N+:6]([O-:24])=[C:5]2[C:15]1[CH:20]=[CH:19][CH:18]=[CH:17][CH:16]=1 |f:1.2|. Procedure details: A stirred mixture of 12.11 g (0.04 mole) of 6-chloro-3-ethyl-3,4-dihydro-4-hydroxy-4-phenyl-2(1H)quinazolinone and 8.34 g (0.12 mole) of hydroxylamine hydrochloride in 200 ml ethanol was refluxed for 3 days and then cooled. The solid portion of the reaction mixture was collected on a filter, washed with ethanol, and dried to give 9.27 g (85%) of 6-chloro-4-phenyl-2(1H)quinazolinone 3-oxide as yellow crystals, mp 267°-269°. Starting materials: BrC=1C=C(C(=O)O)C=CN1 (2-bromoisonicotinic acid), NC1=CC=CC=C1 (aniline). Yields the product BrC=1C=C(C(=O)NC2=CC=CC=C2)C=CN1 (2-Bromo-N-phenyl-isonicotinamide). Procedure details: In a manner similar to that described in Preparation 17, 2-bromoisonicotinic acid and aniline were converted to the title compound As a reaction SMILES: [Br:1][C:2]1[CH:3]=[C:4]([CH:8]=[CH:9][N:10]=1)[C:5]([OH:7])=O.[NH2:11][C:12]1[CH:17]=[CH:16][CH:15]=[CH:14][CH:13]=1>>[Br:1][C:2]1[CH:3]=[C:4]([CH:8]=[CH:9][N:10]=1)[C:5]([NH:11][C:12]1[CH:17]=[CH:16][CH:15]=[CH:14][CH:13]=1)=[O:7]. Starting materials: CC(C)(C)OC(=O)N1CCCC1c1nc(-c2ccc(Br)cc2)no1, O=C([O-])O, CC(C)(C)OC(=O)N1CCCC1c1ncc(-c2ccc(B3OC(C)(C)C(C)(C)O3)cc2)[nH]1, COCCOC, [Na+]. The product is CC(C)(C)OC(=O)N1CCCC1c1nc(-c2ccc(-c3ccc(-c4noc(C5CCCN5C(=O)OC(C)(C)C)n4)cc3)cc2)c[nH]1. RXN SMILES: [Br:6][c:7]1[cH:8][cH:9][c:10](-[c:13]2[n:14][o:15][c:16]([CH:18]3[N:19]([C:23](=[O:24])[O:25][C:26]([CH3:27])([CH3:28])[CH3:29])[CH2:20][CH2:21][CH2:22]3)[n:17]2)[cH:11][cH:12]1.[C:1](=[O:2])([OH:3])[O-:4].[CH3:30][C:31]1([CH3:32])[C:33]([CH3:34])([CH3:35])[O:36][B:37]([c:38]2[cH:39][cH:40][c:41](-[c:44]3[cH:45][n:46][c:47]([CH:49]4[N:50]([C:54](=[O:55])[O:56][C:57]([CH3:58])([CH3:59])[CH3:60])[CH2:51][CH2:52][CH2:53]4)[nH:48]3)[cH:42][cH:43]2)[O:61]1.[CH3:62][O:63][CH2:64][CH2:65][O:66][CH3:67].[Na+:5]>>[c:7]1(-[c:38]2[cH:39][cH:40][c:41](-[c:44]3[cH:45][nH:46][c:47]([CH:49]4[N:50]([C:54](=[O:55])[O:56][C:57]([CH3:58])([CH3:59])[CH3:60])[CH2:51][CH2:52][CH2:53]4)[n:48]3)[cH:42][cH:43]2)[cH:8][cH:9][c:10](-[c:13]2[n:14][o:15][c:16]([CH:18]3[N:19]([C:23](=[O:24])[O:25][C:26]([CH3:27])([CH3:28])[CH3:29])[CH2:20][CH2:21][CH2:22]3)[n:17]2)[cH:11][cH:12]1. Starting materials: C1CCNCC1, Cc1cc(C(=O)N2CC(C)NC(C)C2)[nH]c1C=O, CCO, O=C1Cc2c(ncnc2Nc2ccc(F)c(Cl)c2)N1. The product is Cc1cc(C(=O)N2CC(C)NC(C)C2)[nH]c1C=C1C(=O)Nc2ncnc(Nc3ccc(F)c(Cl)c3)c21. As a reaction SMILES: [CH2:38]1[CH2:39][CH2:40][NH:41][CH2:42][CH2:43]1.[CH3:20][CH:21]1[CH2:22][N:23]([C:28](=[O:29])[c:30]2[cH:31][c:32]([CH3:37])[c:33]([CH:35]=[O:36])[nH:34]2)[CH2:24][CH:25]([CH3:27])[NH:26]1.[CH3:44][CH2:45][OH:46].[Cl:1][c:2]1[cH:3][c:4]([NH:9][c:10]2[c:11]3[c:12]([n:13][cH:14][n:15]2)[NH:16][C:17](=[O:19])[CH2:18]3)[cH:5][cH:6][c:7]1[F:8]>>[Cl:1][c:2]1[cH:3][c:4]([NH:9][c:10]2[c:11]3[c:12]([n:13][cH:14][n:15]2)[NH:16][C:17](=[O:19])[C:18]3=[CH:35][c:33]2[c:32]([CH3:37])[cH:31][c:30]([C:28]([N:23]3[CH2:22][CH:21]([CH3:20])[NH:26][CH:25]([CH3:27])[CH2:24]3)=[O:29])[nH:34]2)[cH:5][cH:6][c:7]1[F:8].